This data is from the Open Reaction Database (ORD), a public repository of structured organic reaction records. The task is: describe an organic reaction: reactants, conditions, products, and yield Reactants: C(C)OC(=O)C1=NC(=NO1)\C=C\C=1OC(=CC1)[N+](=O)[O-] (trans-5-Ethoxycarbonyl-3-(5-nitrofur-2-ylvinyl)-1,2,4-oxadiazole), C(C)NCC (diethylamine). The product is C(C)N(C(=O)C1=NC(=NO1)\C=C\C=1OC(=CC1)[N+](=O)[O-])CC (trans-5-diethylcarbamoyl-3-(5-nitrofur-2-ylvinyl)1,2,4-oxadiazole). Isolated yield 57.0%. Reaction SMILES: C(O[C:4]([C:6]1[O:10][N:9]=[C:8](/[CH:11]=[CH:12]/[C:13]2[O:14][C:15]([N+:18]([O-:20])=[O:19])=[CH:16][CH:17]=2)[N:7]=1)=[O:5])C.[CH2:21]([NH:23][CH2:24][CH3:25])[CH3:22]>>[CH2:21]([N:23]([CH2:24][CH3:25])[C:4]([C:6]1[O:10][N:9]=[C:8](/[CH:11]=[CH:12]/[C:13]2[O:14][C:15]([N+:18]([O-:20])=[O:19])=[CH:16][CH:17]=2)[N:7]=1)=[O:5])[CH3:22]. Procedure details: trans-5-Ethoxycarbonyl-3-(5-nitrofur-2-ylvinyl)-1,2,4-oxadiazole (332 mg.) was heated under reflux with diethylamine (5 ml.) for 30 min. to give a deep red solution. Evaporation gave a red solid; recrystallisation from methanol (3 ml.) gave trans-5-diethylcarbamoyl-3-(5-nitrofur-2-ylvinyl)1,2,4-oxadiazole (208 mg., 57%), m.p. 118°-119°, λmax. (EtOH) 240 and 349 nm. (ε18,600 and 19,900), νmax. (CHBr3) 1665 (CONEt2), 1510, 1352 (NO2) and 960 cm.-1 (trans CH=CH).